Dataset: the Open Reaction Database (ORD), a public repository of structured organic reaction records. Task: describe an organic reaction: reactants, conditions, products, and yield The reactants are O=C([O-])[O-], OC1(Cc2ccccc2)CCNCC1, CS(C)=O, O=C(CBr)Nc1ccc(C2CCCCC2)cc1, [K+], [K+]. Yields the product O=C(CN1CCC(O)(Cc2ccccc2)CC1)Nc1ccc(C2CCCCC2)cc1. RXN SMILES: [C:32](=[O:33])([O-:34])[O-:35].[CH2:18]([c:19]1[cH:20][cH:21][cH:22][cH:23][cH:24]1)[C:25]1([OH:31])[CH2:26][CH2:27][NH:28][CH2:29][CH2:30]1.[CH3:38][S:39](=[O:40])[CH3:41].[CH:1]1([c:7]2[cH:8][cH:9][c:10]([NH:13][C:14]([CH2:15][Br:16])=[O:17])[cH:11][cH:12]2)[CH2:2][CH2:3][CH2:4][CH2:5][CH2:6]1.[K+:36].[K+:37]>>[CH:1]1([c:7]2[cH:8][cH:9][c:10]([NH:13][C:14]([CH2:15][N:28]3[CH2:27][CH2:26][C:25]([CH2:18][c:19]4[cH:20][cH:21][cH:22][cH:23][cH:24]4)([OH:31])[CH2:30][CH2:29]3)=[O:17])[cH:11][cH:12]2)[CH2:2][CH2:3][CH2:4][CH2:5][CH2:6]1. Starting materials: O=C(Br)CBr, CC(=O)[O-], CC(=O)O, Nc1cccc(O)c1, [Na+]. Yields the product O=C(CBr)Nc1cccc(O)c1. Reaction SMILES: [Br:14][CH2:15][C:16](=[O:17])[Br:18].[CH3:10][C:11](=[O:12])[O-:13].[CH3:19][C:20](=[O:21])[OH:22].[NH2:1][c:2]1[cH:3][c:4]([OH:8])[cH:5][cH:6][cH:7]1.[Na+:9]>>[NH:1]([c:2]1[cH:3][c:4]([OH:8])[cH:5][cH:6][cH:7]1)[C:16]([CH2:15][Br:14])=[O:17]. Starting materials: O=C(CC(C(=O)O)c1ccc(Br)cc1)OCc1ccccc1, CN(C)C=O, CCN(C(C)C)C(C)C, [Cl-], [NH4+]. The product is NC(=O)C(CC(=O)OCc1ccccc1)c1ccc(Br)cc1. As a reaction SMILES: [CH2:10]([c:11]1[cH:12][cH:13][cH:14][cH:15][cH:16]1)[O:17][C:18]([CH2:19][CH:20]([C:21](=[O:22])[OH:23])[c:24]1[cH:25][cH:26][c:27]([Br:30])[cH:28][cH:29]1)=[O:31].[CH3:34][N:35]([CH3:36])[CH:37]=[O:38].[CH:1]([N:4]([CH:2]([CH3:3])[CH3:5])[CH2:6][CH3:7])([CH3:8])[CH3:9].[Cl-:32].[NH4+:33]>>[NH2:4][C:21]([CH:20]([CH2:19][C:18]([O:17][CH2:10][c:11]1[cH:12][cH:13][cH:14][cH:15][cH:16]1)=[O:31])[c:24]1[cH:25][cH:26][c:27]([Br:30])[cH:28][cH:29]1)=[O:22].